From a dataset of the Open Reaction Database (ORD), a public repository of structured organic reaction records. describe an organic reaction: reactants, conditions, products, and yield Reactants: CC(=O)[O-], CC(=O)O, FB(F)F, [Na+], COC(=O)C(C)Oc1ccccc1. Product: COC(=O)C(C)Oc1ccc(C(C)=O)cc1. RXN SMILES: [CH3:23][C:24](=[O:25])[O-:26].[CH3:5][C:6]([OH:7])=[O:8].[F:1][B:2]([F:3])[F:4].[Na+:22].[O:9]([c:10]1[cH:11][cH:12][cH:13][cH:14][cH:15]1)[CH:16]([C:17](=[O:18])[O:19][CH3:20])[CH3:21]>>[CH3:5][C:6](=[O:7])[c:13]1[cH:12][cH:11][c:10]([O:9][CH:16]([C:17](=[O:18])[O:19][CH3:20])[CH3:21])[cH:15][cH:14]1. Reactants: C1CCOC1, CO, [Na+], [OH-], CCOC(=O)CC1OB(O)c2cc(Oc3ncc(C(=N)NO)s3)cc(C)c21. Yields the product Cc1cc(Oc2ncc(C(=N)NO)s2)cc2c1C(CC(=O)O)OB2O. Reaction SMILES: [CH2:32]1[O:33][CH2:34][CH2:35][CH2:36]1.[CH3:30][OH:31].[Na+:29].[OH-:28].[OH:1][B:2]1[O:3][CH:4]([CH2:22][C:23](=[O:24])[O:25][CH2:26][CH3:27])[c:5]2[c:6]1[cH:7][c:8]([O:12][c:13]1[s:14][c:15]([C:18]([NH:19][OH:20])=[NH:21])[cH:16][n:17]1)[cH:9][c:10]2[CH3:11]>>[OH:1][B:2]1[O:3][CH:4]([CH2:22][C:23](=[O:24])[OH:25])[c:5]2[c:6]1[cH:7][c:8]([O:12][c:13]1[s:14][c:15]([C:18]([NH:19][OH:20])=[NH:21])[cH:16][n:17]1)[cH:9][c:10]2[CH3:11]. The reactants are ClCCl, N, O, NC(=O)CSC(c1ccccc1)c1ccccc1. Product: NC(=O)CS(=O)C(c1ccccc1)c1ccccc1. As a reaction SMILES: [Cl:21][CH2:22][Cl:23].[NH3:19].[OH2:20].[c:1]1([CH:7]([S:8][CH2:9][C:10](=[O:11])[NH2:12])[c:13]2[cH:14][cH:15][cH:16][cH:17][cH:18]2)[cH:2][cH:3][cH:4][cH:5][cH:6]1>>[c:1]1([CH:7]([S:8]([CH2:9][C:10](=[O:11])[NH2:12])=[O:20])[c:13]2[cH:14][cH:15][cH:16][cH:17][cH:18]2)[cH:2][cH:3][cH:4][cH:5][cH:6]1. Procedure details: Prepared from (3,5-dichloro-2-hydroxyphenyl)-(1-phenyl-1H-pyrazol-4-yl)methanone and ethyl bromoacetate according to GP2 and GP3: LC/MS (an10p8): Rt 3.27 min, m/z 390.5 [M+1]+; 1H NMR (CDCl3): δ 4.72 (s, 2H), 7.38-7.51 (m, 4H), 7.57-7.58 (m, 1H), 7.70 (d, J=8.1 Hz, 2H), 8.06 (s, 1H), 8.36 (s, 1H), 9.23 (br s, 1H). The product is ClC1=C(OCC(=O)O)C(=CC(=C1)Cl)C(=O)C=1C=NN(C1)C1=CC=CC=C1 ([2,4-Dichloro-6-(1-phenyl-1H-pyrazole-4-carbonyl)phenoxy]acetic acid). Reaction SMILES: [Cl:1][C:2]1[C:3]([OH:22])=[C:4]([C:9]([C:11]2[CH:12]=[N:13][N:14]([C:16]3[CH:21]=[CH:20][CH:19]=[CH:18][CH:17]=3)[CH:15]=2)=[O:10])[CH:5]=[C:6]([Cl:8])[CH:7]=1.Br[CH2:24][C:25]([O:27]CC)=[O:26]>>[Cl:1][C:2]1[CH:7]=[C:6]([Cl:8])[CH:5]=[C:4]([C:9]([C:11]2[CH:12]=[N:13][N:14]([C:16]3[CH:21]=[CH:20][CH:19]=[CH:18][CH:17]=3)[CH:15]=2)=[O:10])[C:3]=1[O:22][CH2:24][C:25]([OH:27])=[O:26]. Starting materials: ClC=1C(=C(C=C(C1)Cl)C(=O)C=1C=NN(C1)C1=CC=CC=C1)O ((3,5-dichloro-2-hydroxyphenyl)-(1-phenyl-1H-pyrazol-4-yl)methanone), BrCC(=O)OCC (ethyl bromoacetate). The reactants are C=C(OCC)[Sn](CCCC)(CCCC)CCCC, Clc1ccc2nnc(Cc3ccc4ncccc4c3)n2n1, N#N, CN(C)C=O, c1ccc(P(c2ccccc2)(c2ccccc2)[Pd](P(c2ccccc2)(c2ccccc2)c2ccccc2)(P(c2ccccc2)(c2ccccc2)c2ccccc2)P(c2ccccc2)(c2ccccc2)c2ccccc2)cc1. RXN SMILES: [CH2:22]([Sn:23]([CH2:24][CH2:25][CH2:26][CH3:32])([C:27](=[CH2:28])[O:29][CH2:30][CH3:31])[CH2:33][CH2:34][CH2:35][CH3:36])[CH2:37][CH2:38][CH3:39].[Cl:1][c:2]1[cH:3][cH:4][c:5]2[n:6]([n:7]1)[c:8]([CH2:11][c:12]1[cH:13][c:14]3[cH:15][cH:16][cH:17][n:18][c:19]3[cH:20][cH:21]1)[n:9][n:10]2.[N:40]#[N:41].[O:42]=[CH:43][N:44]([CH3:45])[CH3:46].[cH:47]1[cH:48][cH:49][c:50]([P:51]([Pd:52]([P:53]([c:54]2[cH:55][cH:56][cH:57][cH:58][cH:59]2)([c:60]2[cH:61][cH:62][cH:63][cH:64][cH:65]2)[c:66]2[cH:67][cH:68][cH:69][cH:70][cH:71]2)([P:72]([c:73]2[cH:74][cH:75][cH:76][cH:77][cH:78]2)([c:79]2[cH:80][cH:81][cH:82][cH:83][cH:84]2)[c:85]2[cH:86][cH:87][cH:88][cH:89][cH:90]2)[P:91]([c:92]2[cH:93][cH:94][cH:95][cH:96][cH:97]2)([c:98]2[cH:99][cH:100][cH:101][cH:102][cH:103]2)[c:104]2[cH:105][cH:106][cH:107][cH:108][cH:109]2)([c:110]2[cH:111][cH:112][cH:113][cH:114][cH:115]2)[c:116]2[cH:117][cH:118][cH:119][cH:120][cH:121]2)[cH:122][cH:123]1>>[c:2]1([C:27](=[CH2:28])[O:29][CH2:30][CH3:31])[cH:3][cH:4][c:5]2[n:6]([n:7]1)[c:8]([CH2:11][c:12]1[cH:13][c:14]3[cH:15][cH:16][cH:17][n:18][c:19]3[cH:20][cH:21]1)[n:9][n:10]2. Yields the product C=C(OCC)c1ccc2nnc(Cc3ccc4ncccc4c3)n2n1. Procedure details: By the method described in Example 2, the product of Example 4 (0.61 g, 1.14 mmol), ethanethiol (0.42 mL, 5.77 mmol), and aluminum chloride (1.07 g, 8.03 mmol) were stirred in anhydrous CH2Cl2 (20 mL). After chromatography (silica gel, 5-10% MeOH in CH2Cl2) the remnant crystallized from MeOH/CH2Cl2 to give 343 mg (59%) of the title product as a yellow solid; 1H NMR d 1.33 (m, 2H), 1.44 (m, 4H), 2.37 (m, 4H), 2.48 (s, 1H), 2.60 (t, J=5.7 Hz, 2H), 4.06 (t, J=5.7 Hz, 2H), 6.83-6.93 (m, 4H), 7.12 (d... Solvent: C(Cl)Cl (CH2Cl2). RXN SMILES: [Cl:1][C:2]1[CH:3]=[C:4]([C:10]2[S:14][C:13]3[CH:15]=[C:16]([O:19]C)[CH:17]=[CH:18][C:12]=3[C:11]=2[C:21]([C:23]2[CH:28]=[CH:27][C:26]([O:29][CH2:30][CH2:31][N:32]3[CH2:37][CH2:36][CH2:35][CH2:34][CH2:33]3)=[CH:25][CH:24]=2)=[O:22])[CH:5]=[CH:6][C:7]=1[O:8]C.C(S)C.[Cl-].[Al+3].[Cl-].[Cl-]>C(Cl)Cl>[Cl:1][C:2]1[CH:3]=[C:4]([C:10]2[S:14][C:13]3[CH:15]=[C:16]([OH:19])[CH:17]=[CH:18][C:12]=3[C:11]=2[C:21]([C:23]2[CH:28]=[CH:27][C:26]([O:29][CH2:30][CH2:31][N:32]3[CH2:37][CH2:36][CH2:35][CH2:34][CH2:33]3)=[CH:25][CH:24]=2)=[O:22])[CH:5]=[CH:6][C:7]=1[OH:8] |f:2.3.4.5|. The yield is 59.2%. Starting materials: ClC=1C=C(C=CC1OC)C1=C(C2=C(S1)C=C(C=C2)OC)C(=O)C2=CC=C(C=C2)OCCN2CCCCC2 ([2-(3-Chloro-4-methoxyphenyl)-6-methoxybenzo[b]thien-3-yl][4-[2-(1-piperidinyl)ethoxy]phenyl]methanone), C(C)S (ethanethiol), [Cl-].[Al+3].[Cl-].[Cl-] (aluminum chloride). Product: ClC=1C=C(C=CC1O)C1=C(C2=C(S1)C=C(C=C2)O)C(=O)C2=CC=C(C=C2)OCCN2CCCCC2 ([2-(3-Chloro-4-hydroxyphenyl)-6-hydroxybenzo[b]thien-3-yl][4-[2-(1-piperidinyl)ethoxy]phenyl]methanone).